Dataset: the Open Reaction Database (ORD), a public repository of structured organic reaction records. Task: describe an organic reaction: reactants, conditions, products, and yield Reactants: S(=O)(Cl)Cl (thionyl chloride), ClC=1C=CC2=C(C(=C(O2)C(CC(C)C)O)C)C1 (1-(5-chloro-3-methyl-1-benzofuran-2-yl)-3-methylbutan-1-ol), C(O)([O-])=O.[Na+] (sodium hydrogen carbonate). Run in C1(=CC=CC=C1)C (toluene). Reaction conditions: temperature 50 celsius, time 2 hour. Product: ClC=1C=CC2=C(C(=C(O2)C(CC(C)C)Cl)C)C1 (5-chloro-2-(1-chloro-3-methylbutyl)-3-methyl-1-benzofuran). Isolated yield 96.0%. Reaction SMILES: [Cl:1][C:2]1[CH:3]=[CH:4][C:5]2[O:9][C:8]([CH:10](O)[CH2:11][CH:12]([CH3:14])[CH3:13])=[C:7]([CH3:16])[C:6]=2[CH:17]=1.S(Cl)([Cl:20])=O.C(=O)([O-])O.[Na+]>C1(C)C=CC=CC=1>[Cl:1][C:2]1[CH:3]=[CH:4][C:5]2[O:9][C:8]([CH:10]([Cl:20])[CH2:11][CH:12]([CH3:14])[CH3:13])=[C:7]([CH3:16])[C:6]=2[CH:17]=1 |f:2.3|. Procedure details: To a solution (10 mL) of 1-(5-chloro-3-methyl-1-benzofuran-2-yl)-3-methylbutan-1-ol (650 mg) synthesized above in toluene was added thionyl chloride (225 μL), and the mixture was stirred at 50° C. for 2 hr. The reaction mixture was poured into ice-cooled saturated aqueous sodium hydrogen carbonate solution, and the mixture was extracted with ethyl acetate. The extract was washed with saturated brine, dried over magnesium sulfate, and concentrated under reduced pressure to give the title object c... Reactants: CN(C)Cc1ccc(CSCCNC(=O)c2cscc2S(N)(=O)=O)o1, O=P(Cl)(Cl)Cl. Yields the product CN(C)Cc1ccc(CSCCNC2=NS(=O)(=O)c3cscc32)o1. As a reaction SMILES: [NH2:1][S:2](=[O:3])(=[O:4])[c:5]1[c:6]([C:10](=[O:11])[NH:12][CH2:13][CH2:14][S:15][CH2:16][c:17]2[o:18][c:19]([CH2:22][N:23]([CH3:24])[CH3:25])[cH:20][cH:21]2)[cH:7][s:8][cH:9]1.[P:26]([Cl:27])([Cl:28])([Cl:29])=[O:30]>>[N:1]1=[C:10]([NH:12][CH2:13][CH2:14][S:15][CH2:16][c:17]2[o:18][c:19]([CH2:22][N:23]([CH3:24])[CH3:25])[cH:20][cH:21]2)[c:6]2[c:5]([cH:9][s:8][cH:7]2)[S:2]1(=[O:3])=[O:4]. Reactants: C([O-])([O-])=O.[Na+].[Na+] (sodium carbonate), BrC1=CC=C(C=C1)N(S(=O)(=O)C)CC(=O)O ([(4-bromophenyl)(methylsulfonyl)amino]acetic acid), BrC1=CC=C(C=C1)N(S(=O)(=O)C)CC(=O)O ([(4-bromophenyl)(methylsulfonyl)amino]acetic acid), C(#N)C1=CC=C(C=C1)B(O)O (4-cyanophenyl-boronic acid). The reagents and catalysts are [Pd] (Pd). The solvent is C(OC)COC (dimethoxyethane). Conditions: temperature 150 celsius. The product is C(#N)C1=CC=C(C=C1)C1=CC=C(C=C1)N(S(=O)(=O)C)CC(=O)O ([(4′-Cyano-1,1′-biphenyl-4-yl)(methylsulfonyl)amino]acetic acid). The yield is 5.1%. Reaction SMILES: Br[C:2]1[CH:7]=[CH:6][C:5]([N:8]([CH2:13][C:14]([OH:16])=[O:15])[S:9]([CH3:12])(=[O:11])=[O:10])=[CH:4][CH:3]=1.[C:17]([C:19]1[CH:24]=[CH:23][C:22](B(O)O)=[CH:21][CH:20]=1)#[N:18].C(=O)([O-])[O-].[Na+].[Na+]>C(COC)OC.[Pd]>[C:17]([C:19]1[CH:24]=[CH:23][C:22]([C:2]2[CH:7]=[CH:6][C:5]([N:8]([CH2:13][C:14]([OH:16])=[O:15])[S:9]([CH3:12])(=[O:11])=[O:10])=[CH:4][CH:3]=2)=[CH:21][CH:20]=1)#[N:18] |f:2.3.4|. Procedure: A solution of [(4-bromophenyl)(methylsulfonyl)amino]acetic acid (intermediate 3, 20 mg, 65 μmol) in dimethoxyethane (1 mL) was added in one portion to a mixture of 4-cyanophenyl-boronic acid (9.5 mg, 65 μmol) and fibrecat FC1001 (2.71% Pd; 25 mg, 6.5 μmol) in a Smith microwave reaction vial. Aqueous sodium carbonate solution (1.0 M; 130 μL, 130 μmol) was added and the vial capped. The crude reaction mixture was heated at 150° C. for 15 min using a Smith Synthesiser microwave reactor. On cooling ... Starting materials: C(Cl)Cl (CH2Cl2), OC1CCN(CC1)C1=NC(=CC(=C1)NC1=CC=C(C=C1)C(C)=O)C1=CC=CC=C1 (1-[4-(4-hydroxy-6′-phenyl-3,4,5,6-tetrahydro-2H-[1,2′]bipyridinyl-4′-ylamino)-phenyl]-ethanone), OC1CCNCC1 (4-hydroxypiperidine), C([O-])([O-])=O.[K+].[K+] (potassium carbonate). The solvent is CN(C)C=O (DMF). Run at temperature 100 celsius. Yields the product ClC1=CC(=CC(=N1)N1CCC(CC1)O)NC=1C=C(C=CC1)C(C)=O (1-[3-(6′-chloro-4-hydroxy-3,4,5,6-tetrahydro-2H-[1,2′]bipyridinyl-4′-ylamino)-phenyl]-ethanone). RXN SMILES: [OH:1][CH:2]1[CH2:7][CH2:6][N:5]([C:8]2[CH:13]=[C:12]([NH:14][C:15]3[CH:20]=[CH:19][C:18](C(=O)C)=[CH:17][CH:16]=3)[CH:11]=C(C3C=CC=CC=3)[N:9]=2)[CH2:4][CH2:3]1.[OH:30][CH:31]1CCNC[CH2:32]1.C(=O)([O-])[O-].[K+].[K+].[CH2:43]([Cl:45])Cl>CN(C=O)C>[Cl:45][C:43]1[N:9]=[C:8]([N:5]2[CH2:4][CH2:3][CH:2]([OH:1])[CH2:7][CH2:6]2)[CH:13]=[C:12]([NH:14][C:15]2[CH:16]=[C:17]([C:31](=[O:30])[CH3:32])[CH:18]=[CH:19][CH:20]=2)[CH:11]=1 |f:2.3.4|. Reported procedure: Samples of 1-[4-(4-hydroxy-6′-phenyl-3,4,5,6-tetrahydro-2H-[1,2′]bipyridinyl-4′-ylamino)-phenyl]-ethanone (0.99 g, 3.5 mmol) and 4-hydroxypiperidine (0.7079 g, 7 mmol) were dissolved in DMF (10 mL) followed by the addition of potassium carbonate (0.5835 g, 4.2 mmol). The reaction mixture was stirred and refluxed for 12-18 hours at 100° C. under N2. The reaction mixture was diluted with CH2Cl2. The filtrate was washed two times with water and one time with brine. The organic phase was collected a...